From a dataset of the Open Reaction Database (ORD), a public repository of structured organic reaction records. describe an organic reaction: reactants, conditions, products, and yield The reactants are ClCCl, CS(=O)(=O)Nc1c(-c2ccccc2)nc2ccccc2c1C(=O)O, CN1CCOCC1, CCN=C=NCCCN(C)C, Cl, CC(O)C(N)c1ccccc1, O, On1nnc2ccccc21. Product: CC(O)C(NC(=O)c1c(NS(C)(=O)=O)c(-c2ccccc2)nc2ccccc12)c1ccccc1. As a reaction SMILES: [CH2:66]([Cl:67])[Cl:68].[CH3:1][S:2](=[O:3])(=[O:4])[NH:5][c:6]1[c:7](-[c:19]2[cH:20][cH:21][cH:22][cH:23][cH:24]2)[n:8][c:9]2[cH:10][cH:11][cH:12][cH:13][c:14]2[c:15]1[C:16](=[O:17])[OH:18].[CH3:36][N:37]1[CH2:38][CH2:39][O:40][CH2:41][CH2:42]1.[CH3:43][CH2:44][N:45]=[C:46]=[N:47][CH2:48][CH2:49][CH2:50][N:51]([CH3:52])[CH3:53].[ClH:54].[NH2:55][CH:56]([CH:57]([CH3:58])[OH:59])[c:60]1[cH:61][cH:62][cH:63][cH:64][cH:65]1.[OH2:35].[OH:25][n:26]1[c:27]2[c:28]([cH:29][cH:30][cH:31][cH:32]2)[n:33][n:34]1>>[CH3:1][S:2](=[O:3])(=[O:4])[NH:5][c:6]1[c:7](-[c:19]2[cH:20][cH:21][cH:22][cH:23][cH:24]2)[n:8][c:9]2[cH:10][cH:11][cH:12][cH:13][c:14]2[c:15]1[C:16](=[O:18])[NH:55][CH:56]([CH:57]([CH3:58])[OH:59])[c:60]1[cH:61][cH:62][cH:63][cH:64][cH:65]1. Reactants: [OH-].[K+] (potassium hydroxide), C(C=C)OC1=C(C(=O)OC)C=C(C(=C1)OCC=C)C(C)C (methyl 2,4-bis-allyloxy-5-isopropylbenzoate). Run in CO (methanol), O (water). The product is C(C=C)OC1=C(C(=O)O)C=C(C(=C1)OCC=C)C(C)C (2,4-bis-allyloxy-5-isopropylbenzoic acid). Yield: 97.6%. RXN SMILES: [OH-].[K+].[CH2:3]([O:6][C:7]1[CH:16]=[C:15]([O:17][CH2:18][CH:19]=[CH2:20])[C:14]([CH:21]([CH3:23])[CH3:22])=[CH:13][C:8]=1[C:9]([O:11]C)=[O:10])[CH:4]=[CH2:5]>CO.O>[CH2:3]([O:6][C:7]1[CH:16]=[C:15]([O:17][CH2:18][CH:19]=[CH2:20])[C:14]([CH:21]([CH3:23])[CH3:22])=[CH:13][C:8]=1[C:9]([OH:11])=[O:10])[CH:4]=[CH2:5] |f:0.1|. Procedure: Aqueous potassium hydroxide (50% w/v, 0.5 ml) was added to a mixture of methyl 2,4-bis-allyloxy-5-isopropylbenzoate (450 mg, 1.55 mmol) in methanol (6 ml) and water (2 ml) and the mixture was stirred and held at reflux for 3 hours. Upon cooling to room temperature the organic solvent was removed in vacuo and the residue acidified by the addition of 2M hydrochloric acid (10 ml). The solid material was collected by suction filtration, rinsed with water (2×10 ml) and sucked dry under reduced pressu...